This data is from the Open Reaction Database (ORD), a public repository of structured organic reaction records. The task is: describe an organic reaction: reactants, conditions, products, and yield As a reaction SMILES: FC(F)(F)[C:3]([N:5](C)[C:6]1[CH:15]=[CH:14][C:9]2[N:10]=[C:11]([CH3:13])[O:12][C:8]=2[CH:7]=1)=O.C([O-])([O-])=O.[K+].[K+]>CO.O>[CH3:3][NH:5][C:6]1[CH:15]=[CH:14][C:9]2[N:10]=[C:11]([CH3:13])[O:12][C:8]=2[CH:7]=1 |f:1.2.3|. Yields the product CNC1=CC2=C(N=C(O2)C)C=C1 (N,2-dimethylbenzo[d]oxazol-6-amine). Starting materials: FC(C(=O)N(C1=CC2=C(N=C(O2)C)C=C1)C)(F)F (2,2,2-trifluoro-N-methyl-N-(2-methylbenzo[d]oxazol-6-yl)acetamide), C(=O)([O-])[O-].[K+].[K+] (K2CO3). Procedure: To a solution of crude 2,2,2-trifluoro-N-methyl-N-(2-methylbenzo[d]oxazol-6-yl)acetamide (16.5 g, 63.0 mmol) in MeOH (440 mL) and water (73 mL) was added K2CO3 (35.3 g, 25.5 mmol). The reaction mixture was stirred at reflux for 3 h, then concentrated under vacuum, diluted with water (50 mL), extracted with EtOAc (2×50 mL). The organics were washed with brine, dried over Na2SO4, and concentrated to obtain crude N,2-dimethylbenzo[d]oxazol-6-amine (8.3 g), (MS: ESI +ve, 163.12 [M+H]); 1H NMR: (400 ... Isolated yield 81.2%. The solvent is CO (MeOH), O (water). Reactants: CC(=O)Nc1cccc(CO)c1, CS(=O)(=O)Cl, CCOC(C)=O, CO, ClCCl. Product: CC(=O)Nc1cccc(CCl)c1. Reaction SMILES: [C:6]([CH3:7])(=[O:8])[NH:9][c:10]1[cH:11][c:12]([CH2:13][OH:14])[cH:15][cH:16][cH:17]1.[CH3:1][S:2]([Cl:3])(=[O:4])=[O:5].[CH3:21][CH2:22][O:23][C:24]([CH3:25])=[O:26].[CH3:27][OH:28].[Cl:18][CH2:19][Cl:20]>>[Cl:3][CH2:13][c:12]1[cH:11][c:10]([NH:9][C:6]([CH3:7])=[O:8])[cH:17][cH:16][cH:15]1. Starting materials: C(=O)([O-])[O-].[Cs+].[Cs+] (Cs2CO3), CS(=O)(=O)OC1CCN(CC1)C1=NC=NC=C1 (1-(pyrimidin-4-yl)piperidin-4-yl methanesulfonate), ClC=1C=C(C(=C(C(=O)OC)C1)C)O (methyl 5-chloro-3-hydroxy-2-methylbenzoate), C(=O)([O-])[O-].[Cs+].[Cs+] (Cs2CO3). Run in CN(C=O)C (N,N-dimethylformamide). Reaction conditions: temperature 60 celsius. Yields the product ClC=1C=C(C(=C(C(=O)OC)C1)C)OC1CCN(CC1)C1=NC=NC=C1 (methyl 5-chloro-2-methyl-3-((1-(pyrimidin-4-yl)piperidin-4-yl)oxy)benzoate). Isolated yield 41.7%. RXN SMILES: CS([O:5][CH:6]1[CH2:11][CH2:10][N:9]([C:12]2[CH:17]=[CH:16][N:15]=[CH:14][N:13]=2)[CH2:8][CH2:7]1)(=O)=O.[Cl:18][C:19]1[CH:20]=[C:21](O)[C:22]([CH3:29])=[C:23]([CH:28]=1)[C:24]([O:26][CH3:27])=[O:25].C([O-])([O-])=O.[Cs+].[Cs+]>CN(C)C=O>[Cl:18][C:19]1[CH:20]=[C:21]([O:5][CH:6]2[CH2:11][CH2:10][N:9]([C:12]3[CH:17]=[CH:16][N:15]=[CH:14][N:13]=3)[CH2:8][CH2:7]2)[C:22]([CH3:29])=[C:23]([CH:28]=1)[C:24]([O:26][CH3:27])=[O:25] |f:2.3.4|. Procedure details: A 250 mL round bottom flask was charged with 1-(pyrimidin-4-yl)piperidin-4-yl methanesulfonate (713 mg, 2.77 mmol), methyl 5-chloro-3-hydroxy-2-methylbenzoate (0.301 mL, 2.218 mmol), Cs2CO3 (867 mg, 2.66 mmol) and N,N-dimethylformamide (6 mL). The flask was equipped with a reflux condenser and heated at 60° C. for 3 days, at which time the solvent was removed in vacuo. The residue was diluted with EtOAc (120 mL) and mixture filtered. LCMS showed some starting chlorophenol remained, so the EtOAc ... Starting materials: NC=1SC(=NN1)C1CC1 (2-Amino-5-cyclopropyl-1,3,4-thiadiazole), ClC1=CC(=CC2=C1OC1=C(S(C2)(=O)=O)C=C(C=C1C)C(=O)O)S(=O)(=O)Cl (4-Chloro-2-chlorosulfonyl-6-methyl-10,10-dioxo-10,11-dihydro-5-oxa-10lambda*6*-thia-dibenzo[a,d]cycloheptene-8-carboxylic acid), N1=CC=CC=C1 (pyridine). Run in C(C)(=O)OCC (ethyl acetate). Conditions: time 15 hour. Yields the product ClC1=CC(=CC2=C1OC1=C(S(C2)(=O)=O)C=C(C=C1C)C(=O)O)S(NC=1SC(=NN1)C1CC1)(=O)=O (4-Chloro-2-(5-cyclopropyl-[1,3,4]thiadiazol-2-ylsulfamoyl)-6-methyl-10,10-dioxo-10,11-dihydro-5-oxa-10lambda*6*-thia-dibenzo[a,d]cycloheptene-8-carboxylic acid). As a reaction SMILES: [NH2:1][C:2]1[S:3][C:4]([CH:7]2[CH2:9][CH2:8]2)=[N:5][N:6]=1.[Cl:10][C:11]1[C:16]2[O:17][C:18]3[C:27]([CH3:28])=[CH:26][C:25]([C:29]([OH:31])=[O:30])=[CH:24][C:19]=3[S:20](=[O:23])(=[O:22])[CH2:21][C:15]=2[CH:14]=[C:13]([S:32](Cl)(=[O:34])=[O:33])[CH:12]=1.N1C=CC=CC=1>C(OCC)(=O)C>[Cl:10][C:11]1[C:16]2[O:17][C:18]3[C:27]([CH3:28])=[CH:26][C:25]([C:29]([OH:31])=[O:30])=[CH:24][C:19]=3[S:20](=[O:23])(=[O:22])[CH2:21][C:15]=2[CH:14]=[C:13]([S:32](=[O:33])(=[O:34])[NH:1][C:2]2[S:3][C:4]([CH:7]3[CH2:9][CH2:8]3)=[N:5][N:6]=2)[CH:12]=1. Reported procedure: 2-Amino-5-cyclopropyl-1,3,4-thiadiazole (0.236 g, 0.126 mmol) was added to a mixture of Example 49j (0.3 g, 0.68 mmol) and pyridine (8 mL) in ethyl acetate (10 mL). The reaction mixture was stirred at room temperature for 15 h, concentrated, treated with water and extracted with n-butanol. The organic extract was washed with water, dried concentrated and purified using flash chromatography (silica gel, 4% methanol/chloroform) to obtain the title compound. Yield: 0.03 g, (8%); 1H NMR (DMSO-d6): δ... Starting materials: C1(CCCCC1)N=C=NC1CCCCC1 (dicyclohexylcarbodiimide), C(=O)O (formic acid), NC1=CC=C(C=C1)C1=NN=C(CC2=C1C=C1C(=C2)OCO1)C (1-(4-aminophenyl)-4-methyl-7,8-methylenedioxy-5H-2,3-benzodiazepine). Solvent: ClCCl (dichloromethane). Run at time 2 hour. Yields the product C(=O)NC1=CC=C(C=C1)C1=NN=C(CC2=C1C=C1C(=C2)OCO1)C (1-(4-Formylaminophenyl)-4-methyl-7,8-methylenedioxy-5H-2,3-benzodiazepine). The yield is 89.4%. As a reaction SMILES: [NH2:1][C:2]1[CH:7]=[CH:6][C:5]([C:8]2[C:14]3[CH:15]=[C:16]4[O:21][CH2:20][O:19][C:17]4=[CH:18][C:13]=3[CH2:12][C:11]([CH3:22])=[N:10][N:9]=2)=[CH:4][CH:3]=1.C1(N=C=NC2CCCCC2)CCCCC1.[CH:38](O)=[O:39]>ClCCl>[CH:38]([NH:1][C:2]1[CH:7]=[CH:6][C:5]([C:8]2[C:14]3[CH:15]=[C:16]4[O:21][CH2:20][O:19][C:17]4=[CH:18][C:13]=3[CH2:12][C:11]([CH3:22])=[N:10][N:9]=2)=[CH:4][CH:3]=1)=[O:39]. Procedure details: 3.0 g (10.2 mmol) of 1-(4-aminophenyl)-4-methyl-7,8-methylenedioxy-5H-2,3-benzodiazepine were dissolved in 160 ml of dichloromethane and first 2.75 g (13.3 mmol) of dicyclohexylcarbodiimide, then 0.51 ml (13.3 mmol) of 100% formic acid were added and the reaction mixture was stirred for 2 hours at room temperature. The precipitated N,N'-dicyclohexylurea was filtered, the filtrate was extracted with 2×30 ml of 10% aqueous sodium carbonate solution, then with 2×30 ml of distilled water, the organi... Starting materials: CN(C1(CCC(CC1)CNC(=O)N1CCC(=CC1)C1=CNC2=CC=C(C=C12)F)C1=CC=CC=C1)C (4-(5-fluoro-1H-indol-3-yl)-3,6-dihydro-2H-pyridine-1-carboxylic acid-(4-dimethylamino-4-phenylcyclohexyl-methyl)-amide), C(CC(O)(C(=O)O)CC(=O)O)(=O)O (Citric acid), C(CC(O)(C(=O)O)CC(=O)O)(=O)O (citric acid). Solvent: C(C)O (ethanol). Product: C(CC(O)(C(=O)O)CC(=O)O)(=O)O.CN(C1(CCC(CC1)CNC(=O)N1CCC(=CC1)C1=CNC2=CC=C(C=C12)F)C1=CC=CC=C1)C (4-(5-fluoro-1H-indol-3-yl)-3,6-dihydro-2H-pyridine-1-carboxylic acid-(4-dimethylamino-4-phenylcyclohexyl-methyl)-amide citrate). RXN SMILES: [CH3:1][N:2]([CH3:35])[C:3]1([C:29]2[CH:34]=[CH:33][CH:32]=[CH:31][CH:30]=2)[CH2:8][CH2:7][CH:6]([CH2:9][NH:10][C:11]([N:13]2[CH2:18][CH:17]=[C:16]([C:19]3[C:27]4[C:22](=[CH:23][CH:24]=[C:25]([F:28])[CH:26]=4)[NH:21][CH:20]=3)[CH2:15][CH2:14]2)=[O:12])[CH2:5][CH2:4]1.[C:36]([OH:48])(=[O:47])[CH2:37][C:38]([CH2:43][C:44]([OH:46])=[O:45])([C:40]([OH:42])=[O:41])[OH:39]>C(O)C>[C:36]([OH:48])(=[O:47])[CH2:37][C:38]([CH2:43][C:44]([OH:46])=[O:45])([C:40]([OH:42])=[O:41])[OH:39].[CH3:1][N:2]([CH3:35])[C:3]1([C:29]2[CH:30]=[CH:31][CH:32]=[CH:33][CH:34]=2)[CH2:4][CH2:5][CH:6]([CH2:9][NH:10][C:11]([N:13]2[CH2:14][CH:15]=[C:16]([C:19]3[C:27]4[C:22](=[CH:23][CH:24]=[C:25]([F:28])[CH:26]=4)[NH:21][CH:20]=3)[CH2:17][CH2:18]2)=[O:12])[CH2:7][CH2:8]1 |f:3.4|. Reported procedure: The polar diastereoisomer of 4-(5-fluoro-1H-indol-3-yl)-3,6-dihydro-2H-pyridine-1-carboxylic acid-(4-dimethylamino-4-phenylcyclohexyl-methyl)-amide (140 mg, 0.294 mmole) was dissolved in abs. ethanol (10 ml). Citric acid (105.7 mg, 0.55 mmole) was added in solid form. The mixture was stirred at 40° C. until the citric acid had completely dissolved. A sticky precipitate formed at RT on the wall of the flask. The alcohol was distilled off and the residue was dried in vacuo. The polar diastereoisom... The reactants are Cl.CN1C[C@H]([C@H](CC1)OC1=CC(=CC=C1)[N+](=O)[O-])C1=CC=CC=C1 (Cis-1-methyl-4-(3-nitrophenoxy)-3-phenylpiperidine hydrochloride), [H][H] (hydrogen), C(C)O (ethanol), [H][H] (Hydrogen). Reagents/catalysts: [Pd] (palladium on carbon). The solvent is CCOCC (ether), 190. Product: Cl.NC=1C=C(O[C@@H]2[C@@H](CN(CC2)C)C2=CC=CC=C2)C=CC1 (cis-4-(3-aminophenoxy)-1-methyl-3-phenylpiperidine hydrochloride). RXN SMILES: [ClH:1].[CH3:2][N:3]1[CH2:8][CH2:7][C@H:6]([O:9][C:10]2[CH:15]=[CH:14][CH:13]=[C:12]([N+:16]([O-])=O)[CH:11]=2)[C@H:5]([C:19]2[CH:24]=[CH:23][CH:22]=[CH:21][CH:20]=2)[CH2:4]1.C(O)C.[H][H]>[Pd].CCOCC>[ClH:1].[NH2:16][C:12]1[CH:11]=[C:10]([CH:15]=[CH:14][CH:13]=1)[O:9][C@H:6]1[CH2:7][CH2:8][N:3]([CH3:2])[CH2:4][C@H:5]1[C:19]1[CH:20]=[CH:21][CH:22]=[CH:23][CH:24]=1 |f:0.1,6.7|. Procedure details: A solution of 4.6 g of cis-1-methyl-4-(3-nitrophenoxy)-3-phenylpiperidine hydrochloride of Example 18, in 110 ml of 190 proof ethanol is hydrogenated at 45 psi of hydrogen and room temperature over 0.46 g of 10% palladium on carbon catalyst. Hydrogen uptake stops after 2.5 hours. The catalyst is filtered off, and the filtrate is concentrated in vacuo to afford a foam which solidifies upon trituration with ether to afford a crude solid, mp s 232°, 249.5° C. dec, This material is recrystallized fr... Starting materials: COC(C[C@@H]1COC2=C1C=CC(=C2)O[C@@H]2CCC1=C(C(=CC=C21)C(F)(F)F)Br)=O ({(S)-6-[(R)-4-bromo-5-trifluoromethyl-indan-1-yloxy]-2,3-dihydro-benzofuran-3-yl}-acetic acid methyl ester), CSC1=CC=C(CBr)C=C1 (4-methylsulfanyl-benzyl bromide), Intermediate 7. Yields the product COC(C[C@@H]1COC2=C1C=CC(=C2)O[C@@H]2CCC1=C(C(=CC=C21)C(F)(F)F)CC2=CC=C(C=C2)SC)=O ({(S)-6-[(R)-4-(4-Methylsulfanyl-benzyl)-5-trifluoromethyl-indan-1-yloxy]-2,3-dihydro-benzofuran-3-yl}-acetic acid methyl ester). RXN SMILES: [CH3:1][O:2][C:3](=[O:29])[CH2:4][C@H:5]1[C:9]2[CH:10]=[CH:11][C:12]([O:14][C@H:15]3[C:23]4[C:18](=[C:19](Br)[C:20]([C:24]([F:27])([F:26])[F:25])=[CH:21][CH:22]=4)[CH2:17][CH2:16]3)=[CH:13][C:8]=2[O:7][CH2:6]1.[CH3:30][S:31][C:32]1[CH:39]=[CH:38][C:35]([CH2:36]Br)=[CH:34][CH:33]=1>>[CH3:1][O:2][C:3](=[O:29])[CH2:4][C@H:5]1[C:9]2[CH:10]=[CH:11][C:12]([O:14][C@H:15]3[C:23]4[C:18](=[C:19]([CH2:36][C:35]5[CH:38]=[CH:39][C:32]([S:31][CH3:30])=[CH:33][CH:34]=5)[C:20]([C:24]([F:27])([F:26])[F:25])=[CH:21][CH:22]=4)[CH2:17][CH2:16]3)=[CH:13][C:8]=2[O:7][CH2:6]1. Procedure: The title compound is prepared from {(S)-6-[(R)-4-bromo-5-trifluoromethyl-indan-1-yloxy]-2,3-dihydro-benzofuran-3-yl}-acetic acid methyl ester and 4-methylsulfanyl-benzyl bromide following a procedure analogous to that described for Intermediate 7.